Dataset: the Open Reaction Database (ORD), a public repository of structured organic reaction records. Task: describe an organic reaction: reactants, conditions, products, and yield Reactants: O=C([O-])[O-], CC(C)=O, CC(C)Oc1cc(-n2c(=O)cc(C(F)(F)F)[nH]c2=O)c(F)cc1Cl, CCOC(=O)Cl, [K+], [K+]. Yields the product CCOC(=O)n1c(C(F)(F)F)cc(=O)n(-c2cc(OC(C)C)c(Cl)cc2F)c1=O. As a reaction SMILES: [C:25](=[O:26])([O-:27])[O-:28].[CH3:37][C:38](=[O:39])[CH3:40].[Cl:1][c:2]1[cH:3][c:4]([F:24])[c:5](-[n:12]2[c:13](=[O:23])[nH:14][c:15]([C:19]([F:20])([F:21])[F:22])[cH:16][c:17]2=[O:18])[cH:6][c:7]1[O:8][CH:9]([CH3:10])[CH3:11].[Cl:31][C:32](=[O:33])[O:34][CH2:35][CH3:36].[K+:29].[K+:30]>>[Cl:1][c:2]1[cH:3][c:4]([F:24])[c:5](-[n:12]2[c:13](=[O:23])[n:14]([C:32](=[O:33])[O:34][CH2:35][CH3:36])[c:15]([C:19]([F:20])([F:21])[F:22])[cH:16][c:17]2=[O:18])[cH:6][c:7]1[O:8][CH:9]([CH3:10])[CH3:11]. The product is FC(C1=CC=C(C=C1)OC(CF)(C#CBr)CF)(F)F (4-Bromo-1-fluoro-2-fluoromethyl-3-butyn-2-yl 4-Trifluoromethylphenyl Ether). Procedure: An amount (13.9 g) of 1-fluoro-2-fluoromethyl-3-butyn-2-yl 4-trifluoromethylphenyl ether was dissolved in a solvent consisting of a mixture of tert-butyl methyl ether (100 ml) and tert-butyl alcohol (150 ml). To the solution under cooling with ice, potassium tert-butoxide (7.1 g) was added under a nitrogen atmosphere; after stirring for a while, bromine (3 ml) was added dropwise. After the end of the dropwise addition, the mixture was stirred for 30 minutes under stirring with ice. Hexane was ad... RXN SMILES: [F:1][C:2]([F:18])([F:17])[C:3]1[CH:8]=[CH:7][C:6]([O:9][C:10]([CH2:15][F:16])([C:13]#[CH:14])[CH2:11][F:12])=[CH:5][CH:4]=1.COC(C)(C)C.CC(C)([O-])C.[K+].[Br:31]Br>CCCCCC.C(O)(C)(C)C>[F:1][C:2]([F:17])([F:18])[C:3]1[CH:8]=[CH:7][C:6]([O:9][C:10]([CH2:11][F:12])([C:13]#[C:14][Br:31])[CH2:15][F:16])=[CH:5][CH:4]=1 |f:2.3|. Run in C(C)(C)(C)O (tert-butyl alcohol), CCCCCC (Hexane). Starting materials: COC(C)(C)C (tert-butyl methyl ether), FC(C1=CC=C(C=C1)OC(CF)(C#C)CF)(F)F (1-fluoro-2-fluoromethyl-3-butyn-2-yl 4-trifluoromethylphenyl ether), BrBr (bromine), CC(C)([O-])C.[K+] (potassium tert-butoxide). Run at time 30 minute. The reactants are C(C1=CC=CC=C1)(=O)N1CC(C1)NC1=C2C3=C(C(NC2=NC=C1)=O)C=CC=C3 (1-(1-Benzoylazetidin-3-ylamino)benzo[c][1,8]naphthyridin-6(5H)-one), N(=C=O)C1=CC=CC=C1 (isocyanato benzene). The product is O=C1NC2=NC=CC(=C2C2=C1C=CC=C2)NC2CN(C2)C(=O)NC2=CC=CC=C2 (3-(6-Oxo-5,6-dihydrobenzo[c][1,8]naphthyridin-1-ylamino)-N-phenylazetidine-1-carboxamide). As a reaction SMILES: [C:1]([N:9]1[CH2:12][CH:11]([NH:13][C:14]2[CH:23]=[CH:22][N:21]=[C:20]3[C:15]=2[C:16]2[CH:28]=[CH:27][CH:26]=[CH:25][C:17]=2[C:18](=[O:24])[NH:19]3)[CH2:10]1)(=[O:8])C1C=CC=CC=1.[N:29]([C:32]1[CH:37]=[CH:36][CH:35]=[CH:34][CH:33]=1)=C=O>>[O:24]=[C:18]1[C:17]2[CH:25]=[CH:26][CH:27]=[CH:28][C:16]=2[C:15]2[C:20](=[N:21][CH:22]=[CH:23][C:14]=2[NH:13][CH:11]2[CH2:10][N:9]([C:1]([NH:29][C:32]3[CH:37]=[CH:36][CH:35]=[CH:34][CH:33]=3)=[O:8])[CH2:12]2)[NH:19]1. Procedure: The title compound was synthesized according to the procedure described for the preparation of Example 359 using the amine intermediate from example 366 and isocyanato benzene to provide 367. LC-MS (M+H=386, obsd.=386).